This data is from the Open Reaction Database (ORD), a public repository of structured organic reaction records. The task is: describe an organic reaction: reactants, conditions, products, and yield Reactants: C(C1=CC=CC=C1)OCCC(C(C)=O)NC(C1=C(C=C(C=C1)Br)F)=O (N-[1-(2-benzyloxy-ethyl)-2-oxo-propyl]-4-bromo-2-fluoro-benzamide), C(C1=CC=CC=C1)OCCC(C(C)=O)NC(C1=C(C=C(C=C1)Br)F)=O (N-[1-(2-benzyloxy-ethyl)-2-oxo-propyl]-4-bromo-2-fluoro-benzamide), P(=O)(Cl)(Cl)Cl (phosphorus oxychloride). Run in CN(C=O)C (dimethylformamide). The product is C(C1=CC=CC=C1)OCCC=1N=C(OC1C)C1=C(C=C(C=C1)Br)F (4-(2-Benzyloxy-ethyl)-2-(4-bromo-2-fluoro-phenyl)-5-methyl-oxazole). Reaction SMILES: [CH2:1]([O:8][CH2:9][CH2:10][CH:11]([NH:15][C:16](=[O:25])[C:17]1[CH:22]=[CH:21][C:20]([Br:23])=[CH:19][C:18]=1[F:24])[C:12](=O)[CH3:13])[C:2]1[CH:7]=[CH:6][CH:5]=[CH:4][CH:3]=1.P(Cl)(Cl)(Cl)=O>CN(C)C=O>[CH2:1]([O:8][CH2:9][CH2:10][C:11]1[N:15]=[C:16]([C:17]2[CH:22]=[CH:21][C:20]([Br:23])=[CH:19][C:18]=2[F:24])[O:25][C:12]=1[CH3:13])[C:2]1[CH:3]=[CH:4][CH:5]=[CH:6][CH:7]=1. Procedure details: To a stirring solution of N-[1-(2-benzyloxy-ethyl)-2-oxo-propyl]-4-bromo-2-fluoro-benzamide (1.0 mmol) (See Intermediate 36) in dimethylformamide (0.25M), slowly add phosphorus oxychloride (3.0 mmol) and heat to 90° C. for 2.5 hours. After this time, remove the heat and carefully add water (same amount as DMF) and allow the reaction to cool to room temperature before extracting with ether. Wash organics with water and brine. Dry the organics with sodium sulfate, filter and concentrate in vacuo. ... Reactants: BrCCC1OCCO1, CC#N, [H-], [Na+], OCCCCS. Yields the product OCCCCSCCC1OCCO1. RXN SMILES: [Br:9][CH2:10][CH2:11][CH:12]1[O:13][CH2:14][CH2:15][O:16]1.[CH3:17][C:18]#[N:19].[H-:7].[Na+:8].[SH:1][CH2:2][CH2:3][CH2:4][CH2:5][OH:6]>>[S:1]([CH2:2][CH2:3][CH2:4][CH2:5][OH:6])[CH2:10][CH2:11][CH:12]1[O:13][CH2:14][CH2:15][O:16]1. The reactants are N#CC1(NC(=O)C2CC(S(=O)(=O)c3ccccc3Cl)CN2)CC1, COC(=O)Cl, Cl. Product: COC(=O)N1CC(S(=O)(=O)c2ccccc2Cl)CC1C(=O)NC1(C#N)CC1. As a reaction SMILES: [C:2](#[N:3])[C:4]1([NH:7][C:8](=[O:9])[CH:10]2[NH:11][CH2:12][CH:13]([S:15](=[O:16])(=[O:17])[c:18]3[c:19]([Cl:24])[cH:20][cH:21][cH:22][cH:23]3)[CH2:14]2)[CH2:5][CH2:6]1.[Cl:25][C:26](=[O:27])[O:28][CH3:29].[ClH:1]>>[C:2](#[N:3])[C:4]1([NH:7][C:8](=[O:9])[CH:10]2[N:11]([C:26](=[O:27])[O:28][CH3:29])[CH2:12][CH:13]([S:15](=[O:16])(=[O:17])[c:18]3[c:19]([Cl:24])[cH:20][cH:21][cH:22][cH:23]3)[CH2:14]2)[CH2:5][CH2:6]1. The reactants are C(C)OC(=O)[C@H]1CN(CCC1)C1CCN(CC1)C(=O)C=1C2=CC=CC=C2C=C2C=CC=CC12 ((3R)-1′-(Anthracene-9-carbonyl)-[1,4′]bipiperidinyl-3-carboxylic acid ethyl ester), isopropyl ester, Cl (hydrochloric acid). Run in O1CCOCC1 (dioxane). Conditions: temperature 110 celsius, time 165 minute. Yields the product C1=CC=CC2=CC3=CC=CC=C3C(=C12)C(=O)N1CCC(CC1)N1C[C@@H](CCC1)C(=O)O ((3R)-1′-(Anthracene-9-carbonyl)-[1,4′]bipiperidinyl-3-carboxylic acid). Reaction SMILES: C([O:3][C:4]([C@@H:6]1[CH2:11][CH2:10][CH2:9][N:8]([CH:12]2[CH2:17][CH2:16][N:15]([C:18]([C:20]3[C:21]4[C:26]([CH:27]=[C:28]5[C:33]=3[CH:32]=[CH:31][CH:30]=[CH:29]5)=[CH:25][CH:24]=[CH:23][CH:22]=4)=[O:19])[CH2:14][CH2:13]2)[CH2:7]1)=[O:5])C.Cl>O1CCOCC1>[CH:32]1[C:33]2[C:28](=[CH:27][C:26]3[C:21]([C:20]=2[C:18]([N:15]2[CH2:14][CH2:13][CH:12]([N:8]4[CH2:9][CH2:10][CH2:11][C@@H:6]([C:4]([OH:5])=[O:3])[CH2:7]4)[CH2:17][CH2:16]2)=[O:19])=[CH:22][CH:23]=[CH:24][CH:25]=3)[CH:29]=[CH:30][CH:31]=1. Procedure: (3R)-1′-(Anthracene-9-carbonyl)-[1,4′]bipiperidinyl-3-carboxylic acid ethyl ester (containing a small amount of the corresponding isopropyl ester) (10 g, approx. 22 mmol) was dissolved with warming in dioxane (50 mL) and 2N hydrochloric acid (50 mL) was added. The clear yellow solution was heated at 110° C. (slight reflux) and a pinkish red color soon developed. After 165 min the solution was allowed to cool to ambient temperature. After standing overnight the dioxane was evaporated and an oily ...